From a dataset of the Open Reaction Database (ORD), a public repository of structured organic reaction records. describe an organic reaction: reactants, conditions, products, and yield Starting materials: OC1C(OCC1)=O (3-hydroxydihydrofuran-2(3H)-one), N1C=NC=C1 (imidazole), [Si](C)(C)(C(C)(C)C)Cl (TBDMS chloride). Solvent: CN(C)C=O (DMF), C(C)OCC (diethyl ether). Run at time 8 hour. The product is [Si](C)(C)(C(C)(C)C)OC1C(OCC1)=O (3-(tert-butyldimethylsilyloxy)dihydrofuran-2(3H)-one). The yield is 100.0%. As a reaction SMILES: [OH:1][CH:2]1[CH2:6][CH2:5][O:4][C:3]1=[O:7].N1C=CN=C1.[Si:13](Cl)([C:16]([CH3:19])([CH3:18])[CH3:17])([CH3:15])[CH3:14]>CN(C=O)C.C(OCC)C>[Si:13]([O:1][CH:2]1[CH2:6][CH2:5][O:4][C:3]1=[O:7])([C:16]([CH3:19])([CH3:18])[CH3:17])([CH3:15])[CH3:14]. Procedure: To a solution of 3-hydroxydihydrofuran-2(3H)-one (5 g, 49 mmol) in anhydrous DMF (50 mL) was added imidazole (6.7 g, 98 mmol) and TBDMS chloride (8.1 g, 54 mmol). The reaction was allowed to stir under an N2 atmosphere at room temperature overnight. The reaction was diluted with diethyl ether and washed with 1 N aqueous HCl×2 then brine×1. The organic phase was dried over Na2SO4 and the solvent removed in vacuo to yield 3-(tert-butyldimethylsilyloxy)dihydrofuran-2(3H)-one (11 g, 49 mmol) as a cl... Starting materials: ClC=1C=C(C=CC1Cl)CCCN(C(C=C1OC(OC1=O)(C)C)=O)C (N-[3-(3,4-dichlorophenyl)-propyl]-2-(2,2-dimethyl-5-oxo-[1,3]-dioxolan-4-ylidene)-N-methyl-acetamide), C=O.CN (paraformaldehyde methylamine), CO (methanol), compound 44. Yields the product ClC=1C=C(C=CC1Cl)CCCN(C(=O)C=1CN(C(C1O)=O)C)C (4-Hydroxy-1-methyl-5-oxo-2,5-dihydro-1H-pyrrole-3-carboxylic acid [3-(3,4-dichlorophenyl)-propyl]-methyl-amide). Yield: 52.0%. As a reaction SMILES: [Cl:1][C:2]1[CH:3]=[C:4]([CH2:9][CH2:10][CH2:11][N:12]([CH3:24])[C:13](=[O:23])[CH:14]=[C:15]2[C:19](=[O:20])OC(C)(C)[O:16]2)[CH:5]=[CH:6][C:7]=1[Cl:8].C=O.[CH3:27][NH2:28].[CH3:29]O>>[Cl:1][C:2]1[CH:3]=[C:4]([CH2:9][CH2:10][CH2:11][N:12]([CH3:24])[C:13]([C:14]2[CH2:27][N:28]([CH3:29])[C:19](=[O:20])[C:15]=2[OH:16])=[O:23])[CH:5]=[CH:6][C:7]=1[Cl:8] |f:1.2|. Reported procedure: Reaction of N-[3-(3,4-dichlorophenyl)-propyl]-2-(2,2-dimethyl-5-oxo-[1,3]-dioxolan-4-ylidene)-N-methyl-acetamide (0.570 g, 1.53 mmol) with the paraformaldehyde-methylamine adduct in methanol using a procedure similar to the one described in the preparation of compound 44 (method 44B) gave 0.287 g (52% yield) of the title compound as white crystals; mp 138–140° C. (ethyl acetate-hexane). 1HNMR 400 MHz (CDCl3) δ (ppm); 1.80 (2H, m, CH2), 2.49 (2H, t, J=7.6 Hz, CH2), 2.92 (3H, s, NCH3), 2.95 (3H, s... Starting materials: C(C)O (ethanol), C([O-])([O-])=O.[K+].[K+] (potassium carbonate), B(OC1=CC(=C(C=C1)OCCC)C)([O-])[O-] (3-methyl-4-propoxyphenyl borate), BrC=1C=CC2=C(C=C(CCS2(=O)=O)C(=O)NC2=CC=C(C=C2)CN(C2CCOCC2)C)C1 (7-bromo-N-[4-[[N-methyl-N-(tetrahydropyran-4-yl)amino]methyl]phenyl]-1,1-dioxo-2,3-dihydro-1-benzothiepine-4-carboxamide). The reagents and catalysts are C=1C=CC(=CC1)[P](C=2C=CC=CC2)(C=3C=CC=CC3)[Pd]([P](C=4C=CC=CC4)(C=5C=CC=CC5)C=6C=CC=CC6)([P](C=7C=CC=CC7)(C=8C=CC=CC8)C=9C=CC=CC9)[P](C=1C=CC=CC1)(C=1C=CC=CC1)C=1C=CC=CC1 (tetrakistriphenylphosphinepalladium). Run in C1(=CC=CC=C1)C (toluene), O (water), O (water). Reaction conditions: time 30 minute. Yields the product CC=1C=C(C=CC1OCCC)C=1C=CC2=C(C=C(CCS2(=O)=O)C(=O)NC2=CC=C(C=C2)CN(C2CCOCC2)C)C1 (7-(3-methyl-4-propoxyphenyl)-N-[4-[[N-methyl-N-(tetrahydropyran-4-yl)amino]methyl]phenyl]-1,1-dioxo-2,3-dihydro-1-benzothiepine-4-carboxamide). Yield: 47.4%. RXN SMILES: C(O)C.B([O-])([O-])O[C:6]1[CH:11]=[CH:10][C:9]([O:12][CH2:13][CH2:14][CH3:15])=[C:8]([CH3:16])[CH:7]=1.Br[C:20]1[CH:21]=[CH:22][C:23]2[S:29](=[O:31])(=[O:30])[CH2:28][CH2:27][C:26]([C:32]([NH:34][C:35]3[CH:40]=[CH:39][C:38]([CH2:41][N:42]([CH3:49])[CH:43]4[CH2:48][CH2:47][O:46][CH2:45][CH2:44]4)=[CH:37][CH:36]=3)=[O:33])=[CH:25][C:24]=2[CH:50]=1.C(=O)([O-])[O-].[K+].[K+]>C1(C)C=CC=CC=1.C1C=CC([P]([Pd]([P](C2C=CC=CC=2)(C2C=CC=CC=2)C2C=CC=CC=2)([P](C2C=CC=CC=2)(C2C=CC=CC=2)C2C=CC=CC=2)[P](C2C=CC=CC=2)(C2C=CC=CC=2)C2C=CC=CC=2)(C2C=CC=CC=2)C2C=CC=CC=2)=CC=1.O>[CH3:16][C:8]1[CH:7]=[C:6]([C:20]2[CH:21]=[CH:22][C:23]3[S:29](=[O:31])(=[O:30])[CH2:28][CH2:27][C:26]([C:32]([NH:34][C:35]4[CH:40]=[CH:39][C:38]([CH2:41][N:42]([CH3:49])[CH:43]5[CH2:48][CH2:47][O:46][CH2:45][CH2:44]5)=[CH:37][CH:36]=4)=[O:33])=[CH:25][C:24]=3[CH:50]=2)[CH:11]=[CH:10][C:9]=1[O:12][CH2:13][CH2:14][CH3:15] |f:3.4.5,^1:67,69,88,107|. Procedure details: In toluene (23 ml), ethanol (2.3 ml) and water (2.3 ml) were suspended 3-methyl-4-propoxyphenyl borate (219 mg), 7-bromo-N-[4-[[N-methyl-N-(tetrahydropyran-4-yl)amino]methyl]phenyl]-1,1-dioxo-2,3-dihydro-1-benzothiepine-4-carboxamide (450 mg) and potassium carbonate (312 mg), and the suspension was stirred under argon atmosphere for 30 minutes. To the mixture was added tetrakistriphenylphosphinepalladium (70 mg), and the mixture was stirred, under argon atmosphere, at 100° C. for 8 hours and coo... Reactants: C1CSCCN1, Cc1ccccc1, O=C(Cl)Cl, ClCCl, Nc1c[nH]nc1-c1nc2cc(CN3CCOCC3)ccc2[nH]1. Product: O=C(Nc1c[nH]nc1-c1nc2cc(CN3CCOCC3)ccc2[nH]1)N1CCSCC1. RXN SMILES: [CH2:27]1[CH2:28][S:29][CH2:30][CH2:31][NH:32]1.[CH3:33][c:34]1[cH:35][cH:36][cH:37][cH:38][cH:39]1.[Cl:1][C:2]([Cl:3])=[O:4].[Cl:40][CH2:41][Cl:42].[O:5]1[CH2:6][CH2:7][N:8]([CH2:11][c:12]2[cH:13][c:14]3[c:15]([nH:16][c:17](-[c:19]4[n:20][nH:21][cH:22][c:23]4[NH2:24])[n:18]3)[cH:25][cH:26]2)[CH2:9][CH2:10]1>>[C:2](=[O:4])([NH:24][c:23]1[c:19](-[c:17]2[nH:16][c:15]3[c:14]([cH:13][c:12]([CH2:11][N:8]4[CH2:7][CH2:6][O:5][CH2:10][CH2:9]4)[cH:26][cH:25]3)[n:18]2)[n:20][nH:21][cH:22]1)[N:32]1[CH2:27][CH2:28][S:29][CH2:30][CH2:31]1.